From a dataset of the Open Reaction Database (ORD), a public repository of structured organic reaction records. describe an organic reaction: reactants, conditions, products, and yield Starting materials: [BH4-], CO, COc1ccc(C(C#N)(CCCC2Cc3cc(OC)c(OC)cc3C=[N+]2C)C(C)C)cc1OC, [I-], [Na+]. Yields the product COc1ccc(C(C#N)(CCCC2Cc3cc(OC)c(OC)cc3CN2C)C(C)C)cc1OC. RXN SMILES: [BH4-:1].[CH3:38][OH:39].[CH3:4][O:5][c:6]1[cH:7][c:8]([C:14]([CH2:15][CH2:16][CH2:17][CH:18]2[N+:19]([CH3:32])=[CH:20][c:21]3[cH:22][c:23]([O:30][CH3:31])[c:24]([O:28][CH3:29])[cH:25][c:26]3[CH2:27]2)([C:33]#[N:34])[CH:35]([CH3:36])[CH3:37])[cH:9][cH:10][c:11]1[O:12][CH3:13].[I-:3].[Na+:2]>>[CH3:4][O:5][c:6]1[cH:7][c:8]([C:14]([CH2:15][CH2:16][CH2:17][CH:18]2[N:19]([CH3:32])[CH2:20][c:21]3[cH:22][c:23]([O:30][CH3:31])[c:24]([O:28][CH3:29])[cH:25][c:26]3[CH2:27]2)([C:33]#[N:34])[CH:35]([CH3:36])[CH3:37])[cH:9][cH:10][c:11]1[O:12][CH3:13].